From a dataset of the Open Reaction Database (ORD), a public repository of structured organic reaction records. describe an organic reaction: reactants, conditions, products, and yield Reactants: C(C)(C)N(CC)C(C)C (IPEA), C=1C=CC2=C(C1)N=NN2O (HOBT), Cl.NN1C(CCCC1)=O (1-aminopiperidin-2-one hydrochloride), COC=1C=C(C=CC1N1C=NC(=C1)C)/C=C/C(=O)O ((E)-3-[3-methoxy-4-(4-methyl-1H-imidazol-1-yl)phenyl]acrylic acid). The solvent is O (water), C(C)(=O)OCC (Ethyl acetate), CN(C)C=O (DMF), C(CCl)Cl (EDC). The product is COC=1C=C(C=CC1N1C=NC(=C1)C)/C=C/C(=O)NN1C(CCCC1)=O ((E)-3-[3-methoxy-4-(4-methyl-1H-imidazol-1-yl)phenyl]-N-(2-oxopiperidin-1-yl)acrylamide). Reported procedure: IPEA (0.26 ml), HOBT (121 mg) and EDC (172 mg) were sequentially added to a suspension of 1-aminopiperidin-2-one hydrochloride (92 mg) and (E)-3-[3-methoxy-4-(4-methyl-1H-imidazol-1-yl)phenyl]acrylic acid (CAS No. 870839-41-1, 150 mg) in DMF (4 ml), and the reaction solution was stirred at room temperature overnight. Ethyl acetate and water were added to the reaction solution, and the organic layer was separated. The organic layer was sequentially washed with a saturated sodium bicarbonate solut... RXN SMILES: C(N(C(C)C)CC)(C)C.C1C=CC2N(O)N=NC=2C=1.Cl.[NH2:21][N:22]1[CH2:27][CH2:26][CH2:25][CH2:24][C:23]1=[O:28].[CH3:29][O:30][C:31]1[CH:32]=[C:33](/[CH:43]=[CH:44]/[C:45](O)=[O:46])[CH:34]=[CH:35][C:36]=1[N:37]1[CH:41]=[C:40]([CH3:42])[N:39]=[CH:38]1>CN(C=O)C.O.C(OCC)(=O)C.C(Cl)CCl>[CH3:29][O:30][C:31]1[CH:32]=[C:33](/[CH:43]=[CH:44]/[C:45]([NH:21][N:22]2[CH2:27][CH2:26][CH2:25][CH2:24][C:23]2=[O:28])=[O:46])[CH:34]=[CH:35][C:36]=1[N:37]1[CH:41]=[C:40]([CH3:42])[N:39]=[CH:38]1 |f:2.3|. Starting materials: Br (hydrobromic acid), ClC1=CC=C(C2=CC(=C(C(=C2)CC)N)CC)C=C1 (4′-Chloro-3,5-diethylbiphen-4-ylamine), C(C)#N (acetonitrile), N(=O)OCCCC (butyl nitrite). Reagents/catalysts: [Cu]Br (copper (I) bromide). The product is BrC1=C(C=C(C=C1CC)C1=CC=C(C=C1)Cl)CC (4-bromo-4′-chloro-3,5-diethylbiphenyl). RXN SMILES: [Cl:1][C:2]1[CH:18]=[CH:17][C:5]([C:6]2[CH:11]=[C:10]([CH2:12][CH3:13])[C:9](N)=[C:8]([CH2:15][CH3:16])[CH:7]=2)=[CH:4][CH:3]=1.C(#N)C.N(OCCCC)=O.[BrH:29]>[Cu]Br>[Br:29][C:9]1[C:10]([CH2:12][CH3:13])=[CH:11][C:6]([C:5]2[CH:17]=[CH:18][C:2]([Cl:1])=[CH:3][CH:4]=2)=[CH:7][C:8]=1[CH2:15][CH3:16]. Reported procedure: 4′-Chloro-3,5-diethylbiphen-4-ylamine (9.6 g, 0.036 mol) is added to acetonitrile (95 ml) and stirred at room temperature until dissolution is complete. The reaction mixture is cooled to between −5° C. and 0° C., tent-butyl nitrite (5.7 ml, 0.044 mol) is added dropwise and the reaction mixture is maintained at between −5° C. and 0° C. for 30-40 minutes. The mixture is added slowly to a preheated (50° C.) suspension of copper (I) bromide (2.87 g, 0.02 mol) in hydrobromic acid (2.8 ml) and stirred... Starting materials: ClCCN(CCCl)Cc1ccccc1, C1CCOC1, C[Si](C)(C)[N-][Si](C)(C)C, Cl, [Na+], N#Cc1cccc2c1CC(=O)N2. The product is N#Cc1cccc2c1C1(CCN(Cc3ccccc3)CC1)C(=O)N2. RXN SMILES: [CH2:24]([c:25]1[cH:26][cH:27][cH:28][cH:29][cH:30]1)[N:31]([CH2:32][CH2:33][Cl:37])[CH2:35][CH2:36][Cl:34].[CH2:38]1[O:39][CH2:40][CH2:41][CH2:42]1.[CH3:14][Si:15]([N-:16][Si:17]([CH3:18])([CH3:19])[CH3:20])([CH3:21])[CH3:22].[ClH:23].[Na+:13].[O:1]=[C:2]1[NH:3][c:4]2[cH:5][cH:6][cH:7][c:8]([C:11]#[N:12])[c:9]2[CH2:10]1>>[O:1]=[C:2]1[NH:3][c:4]2[cH:5][cH:6][cH:7][c:8]([C:11]#[N:12])[c:9]2[C:10]12[CH2:33][CH2:32][N:31]([CH2:24][c:25]1[cH:26][cH:27][cH:28][cH:29][cH:30]1)[CH2:35][CH2:36]2. Starting materials: C(C)(C)(C)OC(NC1(COC(OC1)(C)C)CCC1=CC(=C(C=C1)OCCCC=1SC=CC1)C(F)(F)F)=O ([2,2-dimethyl-5-(2-{4-[3-(2-thienyl)propoxy]-3-trifluoromethylphenyl}ethyl)-1,3-dioxan-5-yl]carbamic acid t-butyl ester), Cl (hydrochloric acid). Run in C(C)O (ethanol). Conditions: temperature 80 celsius, time 2.5 hour. The product is Cl.NC(CO)(CO)CCC1=CC(=C(C=C1)OCCCC=1SC=CC1)C(F)(F)F (2-amino-2-(2-{4-[3-(2-thienyl)propoxy]-3-trifluoromethylphenyl}ethyl)propane-1,3-diol hydrochloride). RXN SMILES: C(OC(=O)[NH:7][C:8]1([CH2:16][CH2:17][C:18]2[CH:23]=[CH:22][C:21]([O:24][CH2:25][CH2:26][CH2:27][C:28]3[S:29][CH:30]=[CH:31][CH:32]=3)=[C:20]([C:33]([F:36])([F:35])[F:34])[CH:19]=2)[CH2:13][O:12]C(C)(C)[O:10][CH2:9]1)(C)(C)C.[ClH:38]>C(O)C>[ClH:38].[NH2:7][C:8]([CH2:16][CH2:17][C:18]1[CH:23]=[CH:22][C:21]([O:24][CH2:25][CH2:26][CH2:27][C:28]2[S:29][CH:30]=[CH:31][CH:32]=2)=[C:20]([C:33]([F:36])([F:34])[F:35])[CH:19]=1)([CH2:13][OH:12])[CH2:9][OH:10] |f:3.4|. Procedure details: Compound 46-4 (740 mg) was dissolved in ethanol (15 ml), concentrated hydrochloric acid (1.5 ml) was added, and the mixture was stirred at 80° C. for 2.5 hr. The reaction mixture was concentrated, and the residue was washed with diethyl ether to give a white powder. The white powder was purified by HPLC, the obtained residue was converted to hydrochloride by adding hydrogen chloride containing ether (1 mol/l, 15 ml), and the precipitate was collected by filtration and dried to give the object pr... Starting materials: ( 100 ), BrC1=C2C=CC=CC2=C(C=2C3=C(SC21)C=CC=C3)C3=CC(=C(C(=C3)C(C)C)O)C(C)C (4-(6-bromo-benzo[b]naphtho[2,3-d]thiophen-11-yl)-2,6-diisopropyl-phenol), C([C@@H](O)C)(=O)OC ((S)-lactic acid, methyl ester), 560. Product: BrC1=C2C=CC=CC2=C(C=2C3=C(SC21)C=CC=C3)C3=CC(=C(O[C@@H](C(=O)O)C)C(=C3)C(C)C)C(C)C ((R)-2-[4-(6-Bromo-benzo[b]naphtho[2,3-d]thiophen-11-yl)-2,6-diisopropyl-phenoxy)-propionic acid). As a reaction SMILES: [Br:1][C:2]1[C:14]2[S:13][C:12]3[CH:15]=[CH:16][CH:17]=[CH:18][C:11]=3[C:10]=2[C:9]([C:19]2[CH:24]=[C:23]([CH:25]([CH3:27])[CH3:26])[C:22]([OH:28])=[C:21]([CH:29]([CH3:31])[CH3:30])[CH:20]=2)=[C:8]2[C:3]=1[CH:4]=[CH:5][CH:6]=[CH:7]2.[C:32]([O:37]C)(=[O:36])[C@H:33]([CH3:35])O>>[Br:1][C:2]1[C:14]2[S:13][C:12]3[CH:15]=[CH:16][CH:17]=[CH:18][C:11]=3[C:10]=2[C:9]([C:19]2[CH:24]=[C:23]([CH:25]([CH3:26])[CH3:27])[C:22]([O:28][C@H:33]([CH3:35])[C:32]([OH:37])=[O:36])=[C:21]([CH:29]([CH3:31])[CH3:30])[CH:20]=2)=[C:8]2[C:3]=1[CH:4]=[CH:5][CH:6]=[CH:7]2. Procedure details: Prepared from of 4-(6-bromo-benzo[b]naphtho[2,3-d]thiophen-11-yl)-2,6-diisopropyl-phenol (Example 40) and commercially available (S)-lactic acid, methyl ester. White solid: mp: 214-215° C.; NMR (CDCl3); δ8.37 (ddd, J=8, 1, 1, 1H), 7.80 (d, J=8 Hz, 1 H), 7.70 (ddd, J=8, 1, 1 Hz, 1 H), 7.66 (ddd, J=8, 8, 1, 1 H), 7.48 (ddd, J=8, 8, 1 Hz, 1 H), 7.37 (ddd, J=8, 8, 1 Hz, 1 H), 7.18 (s, 2 H), 7.01 (ddd, J=8, 8, 1 Hz, 1 H), 6.53 (d, J=8 Hz, 1 H), 4.75 (q, J=7 Hz, 1 H), 3.47 (septuplet, J=7 Hz, 1 H), 3.... Starting materials: CC(C)(C)OC(=O)N1CCC2OC2C1, CCOC(C)=O, CC(C)=O, [N-]=[N+]=[N-], [Na+], CN(C)C=O, O. Product: CC(C)(C)OC(=O)N1CCC(N=[N+]=[N-])C(O)C1. Reaction SMILES: [C:1]([CH3:2])([CH3:3])([CH3:4])[O:5][C:6](=[O:7])[N:8]1[CH2:9][CH:10]2[O:11][CH:12]2[CH2:13][CH2:14]1.[CH3:19][CH2:20][O:21][C:22]([CH3:23])=[O:24].[CH3:31][C:32]([CH3:33])=[O:34].[N-:16]=[N+:17]=[N-:18].[Na+:15].[O:25]=[CH:26][N:27]([CH3:28])[CH3:29].[OH2:30]>>[C:1]([CH3:2])([CH3:3])([CH3:4])[O:5][C:6](=[O:7])[N:8]1[CH2:9][CH:10]([OH:11])[CH:12]([N:16]=[N+:17]=[N-:18])[CH2:13][CH2:14]1.